This data is from the Open Reaction Database (ORD), a public repository of structured organic reaction records. The task is: describe an organic reaction: reactants, conditions, products, and yield Product: NC1=CC(=C(C(=O)OC)C=C1)S(=O)(=O)C (methyl 4-amino-2-methanesulfonylbenzoate). The reactants are BrC1=CC(=C(C(=O)OC)C=C1)S(=O)(=O)C (methyl 4-bromo-2-methanesulfonylbenzoate), C1(CCCCC1)P(C1=C(C=CC=C1)C1=CC=CC=C1)C1CCCCC1 (2-(dicyclohexylphosphino)biphenyl), P(=O)([O-])([O-])[O-].[K+].[K+].[K+] (tripotassium phosphate), C(C1=CC=CC=C1)(C1=CC=CC=C1)=N (benzophenonimine). Procedure details: To 4-bromo-2-methanesulfonylbenzoic acid (5 g) were added methanol (45 mL) and concentrated sulfuric acid (1.8 mL), and the mixture was stirred with heating under reflux. After completion of the reaction, the solvent was evaporated, and the residue was neutralized with 1N aqueous sodium hydroxide solution, and the mixture was extracted with ethyl acetate. The organic layer was washed with saturated brine, and the solvent was evaporated to give methyl 4-bromo-2-methanesulfonylbenzoate (3.34 g). T... As a reaction SMILES: Br[C:2]1[CH:11]=[CH:10][C:5]([C:6]([O:8][CH3:9])=[O:7])=[C:4]([S:12]([CH3:15])(=[O:14])=[O:13])[CH:3]=1.C1(P(C2CCCCC2)C2C=CC=CC=2C2C=CC=CC=2)CCCCC1.P([O-])([O-])([O-])=O.[K+].[K+].[K+].C(=[NH:62])(C1C=CC=CC=1)C1C=CC=CC=1>C1C=CC(/C=C/C(/C=C/C2C=CC=CC=2)=O)=CC=1.C1C=CC(/C=C/C(/C=C/C2C=CC=CC=2)=O)=CC=1.C1C=CC(/C=C/C(/C=C/C2C=CC=CC=2)=O)=CC=1.C(Cl)(Cl)Cl.[Pd].[Pd].O.COCCOC>[NH2:62][C:2]1[CH:11]=[CH:10][C:5]([C:6]([O:8][CH3:9])=[O:7])=[C:4]([S:12]([CH3:15])(=[O:14])=[O:13])[CH:3]=1 |f:2.3.4.5,7.8.9.10.11.12|. The reagents and catalysts are C1=CC=C(C=C1)/C=C/C(=O)/C=C/C2=CC=CC=C2.C1=CC=C(C=C1)/C=C/C(=O)/C=C/C2=CC=CC=C2.C1=CC=C(C=C1)/C=C/C(=O)/C=C/C2=CC=CC=C2.C(Cl)(Cl)Cl.[Pd].[Pd] (tris(dibenzylideneacetone)dipalladium(0)-chloroform adduct). Solvent: O (water), COCCOC (1,2-dimethoxyethane). Reactants: ClC=1C=C(C=C(C1)Cl)C1(C=C(N(O1)C)C1=CC(=C(CN2C(C3=CC=CC=C3C2=O)=O)C=C1)C)C(F)(F)F (2-{4-[5-(3,5-Dichloro-phenyl)-2-methyl-5-trifluoromethyl-2,5-dihydro-isoxazol-3-yl]-2-methyl-benzyl}-isoindole-1,3-dione), O.NN (hydrazine hydrate). The solvent is C(C)OCC (diethyl ether), C(C)O (ethanol). The product is ClC=1C=C(C=C(C1)Cl)C1(C=C(N(O1)C)C1=CC(=C(CN)C=C1)C)C(F)(F)F (4-[5-(3,5-dichloro-phenyl)-2-methyl-5-trifluoromethyl-2,5-dihydro-isoxazol-3-yl]-2-methyl-benzylamine). The yield is 65.0%. Reaction SMILES: [Cl:1][C:2]1[CH:3]=[C:4]([C:9]2([C:34]([F:37])([F:36])[F:35])[O:13][N:12]([CH3:14])[C:11]([C:15]3[CH:32]=[CH:31][C:18]([CH2:19][N:20]4C(=O)C5C(=CC=CC=5)C4=O)=[C:17]([CH3:33])[CH:16]=3)=[CH:10]2)[CH:5]=[C:6]([Cl:8])[CH:7]=1.O.NN>C(O)C.C(OCC)C>[Cl:1][C:2]1[CH:3]=[C:4]([C:9]2([C:34]([F:36])([F:35])[F:37])[O:13][N:12]([CH3:14])[C:11]([C:15]3[CH:32]=[CH:31][C:18]([CH2:19][NH2:20])=[C:17]([CH3:33])[CH:16]=3)=[CH:10]2)[CH:5]=[C:6]([Cl:8])[CH:7]=1 |f:1.2|. Procedure: 837 mg of 2-{4-[5-(3,5-Dichloro-phenyl)-2-methyl-5-trifluoromethyl-2,5-dihydro-isoxazol-3-yl]-2-methyl-benzyl}-isoindole-1,3-dione (Example I14) and 500 mg hydrazine hydrate in 25 ml ethanol were heated at reflux for 2 hours under stirring. The mixture was cooled and diluted with diethyl ether. The solid was filtered off and the filtrate was evaporated. The residue was dissolved in 100 ml of ether and washed with water. The organic phase was dried and evaporated. The residue was purified on sili... Reactants: C1CCOC1, Cl, O=C1OC2(CCC3(CC2)OCCO3)CN1Cc1ccc(-c2ccc(F)cc2)cc1. Product: O=C1CCC2(CC1)CN(Cc1ccc(-c3ccc(F)cc3)cc1)C(=O)O2. Reaction SMILES: [CH2:31]1[O:32][CH2:33][CH2:34][CH2:35]1.[ClH:30].[F:1][c:2]1[cH:3][cH:4][c:5](-[c:8]2[cH:9][cH:10][c:11]([CH2:14][N:15]3[C:16](=[O:29])[O:17][C:18]4([CH2:19]3)[CH2:20][CH2:21][C:22]3([O:23][CH2:26][CH2:25][O:24]3)[CH2:27][CH2:28]4)[cH:12][cH:13]2)[cH:6][cH:7]1>>[F:1][c:2]1[cH:3][cH:4][c:5](-[c:8]2[cH:9][cH:10][c:11]([CH2:14][N:15]3[C:16](=[O:29])[O:17][C:18]4([CH2:19]3)[CH2:20][CH2:21][C:22](=[O:23])[CH2:27][CH2:28]4)[cH:12][cH:13]2)[cH:6][cH:7]1. The reactants are COC(=O)c1c(Br)ccc(NC(C)=O)c1[N+](=O)[O-], O=C([O-])[O-], C=CC(=O)OC, CC(=O)[O-], CC(=O)[O-], CN(C)C=O, [K+], [K+], O, [Pd+2], c1ccc(P(c2ccccc2)c2ccccc2)cc1. The product is COC(=O)C=Cc1ccc(NC(C)=O)c([N+](=O)[O-])c1C(=O)OC. As a reaction SMILES: [C:1]([CH3:2])(=[O:3])[NH:4][c:5]1[c:6]([N+:16](=[O:17])[O-:18])[c:7]([C:8](=[O:9])[O:10][CH3:11])[c:12]([Br:15])[cH:13][cH:14]1.[C:38](=[O:39])([O-:40])[O-:41].[C:44]([CH:45]=[CH2:46])(=[O:47])[O:48][CH3:49].[C:56]([O-:57])(=[O:58])[CH3:59].[C:61]([O-:62])(=[O:63])[CH3:64].[CH3:50][N:51]([CH3:52])[CH:53]=[O:54].[K+:42].[K+:43].[OH2:55].[Pd+2:60].[c:19]1([P:20]([c:21]2[cH:22][cH:23][cH:24][cH:25][cH:26]2)[c:27]2[cH:28][cH:29][cH:30][cH:31][cH:32]2)[cH:33][cH:34][cH:35][cH:36][cH:37]1>>[C:1]([CH3:2])(=[O:3])[NH:4][c:5]1[c:6]([N+:16](=[O:17])[O-:18])[c:7]([C:8](=[O:9])[O:10][CH3:11])[c:12]([CH:46]=[CH:45][C:44](=[O:47])[O:48][CH3:49])[cH:13][cH:14]1.